From a dataset of the Open Reaction Database (ORD), a public repository of structured organic reaction records. describe an organic reaction: reactants, conditions, products, and yield The reactants are ClC1=NC=NC2=CC(=C(C=C12)OC)OCCCN1CCOCC1 (4-chloro-6-methoxy-7-(3-morpholinopropoxy)quinazoline), CNS(=O)(=O)C=1C=C2CC(NC2=CC1)=O (5-methylaminosulphonyloxindole), [H-].[Na+] (sodium hydride). Solvent: CN(C)C=O (DMF), CN(C)C=O (DMF). Run at time 30 minute. Product: Cl.COC=1C=C2C(=NC=NC2=CC1OCCCN1CCOCC1)C1C(NC2=CC=C(C=C12)S(=O)(=O)NC)=O (6-methoxy-4-(5-methylaminosulphonyloxindol-3-yl)-7-(3-morpholinopropoxy)quinazoline hydrochloride). Isolated yield 54.1%. As a reaction SMILES: [CH3:1][NH:2][S:3]([C:6]1[CH:7]=[C:8]2[C:12](=[CH:13][CH:14]=1)[NH:11][C:10](=[O:15])[CH2:9]2)(=[O:5])=[O:4].[H-].[Na+].[Cl:18][C:19]1[C:28]2[C:23](=[CH:24][C:25]([O:31][CH2:32][CH2:33][CH2:34][N:35]3[CH2:40][CH2:39][O:38][CH2:37][CH2:36]3)=[C:26]([O:29][CH3:30])[CH:27]=2)[N:22]=[CH:21][N:20]=1>CN(C=O)C>[ClH:18].[CH3:30][O:29][C:26]1[CH:27]=[C:28]2[C:23](=[CH:24][C:25]=1[O:31][CH2:32][CH2:33][CH2:34][N:35]1[CH2:36][CH2:37][O:38][CH2:39][CH2:40]1)[N:22]=[CH:21][N:20]=[C:19]2[CH:9]1[C:8]2[C:12](=[CH:13][CH:14]=[C:6]([S:3]([NH:2][CH3:1])(=[O:5])=[O:4])[CH:7]=2)[NH:11][C:10]1=[O:15] |f:1.2,5.6|. Procedure details: A solution of 5-methylaminosulphonyloxindole (262 mg, 1.16 mmol) in DMF (3.5 ml) was added dropwise to a suspension of sodium hydride (46 mg, 1.1 6 mmol, prewashed with hexane) in DMF (1.5 ml). The mixture was stirred for 30 minutes at ambient temperature and 4-chloro-6-methoxy-7-(3-morpholinopropoxy)quinazoline (130 mg, 0.38 mmol), (prepared as described for the starting material in Example 5), was added as a solid. The mixture was stirred for 45 minutes at 60° C. and was then partitioned betwe...